This data is from the Open Reaction Database (ORD), a public repository of structured organic reaction records. The task is: describe an organic reaction: reactants, conditions, products, and yield The reactants are CC(=O)c1cnc2ccsc2c1, CCO, Cl, NO, c1ccncc1. The product is CC(=NO)c1cnc2ccsc2c1. As a reaction SMILES: [C:1]([CH3:2])(=[O:3])[c:4]1[cH:5][c:6]2[c:7]([n:8][cH:9]1)[cH:10][cH:11][s:12]2.[CH3:22][CH2:23][OH:24].[ClH:13].[NH2:14][OH:15].[cH:16]1[cH:17][cH:18][n:19][cH:20][cH:21]1>>[C:1]([CH3:2])([c:4]1[cH:5][c:6]2[c:7]([n:8][cH:9]1)[cH:10][cH:11][s:12]2)=[N:14][OH:15]. The reactants are CC=C(c1cccc(OS(=O)(=O)c2ccc(C)cc2)c1)C(C)CN(C)C, CCO, Cl. The product is CCC(c1cccc(OS(=O)(=O)c2ccc(C)cc2)c1)C(C)CN(C)C. Reaction SMILES: [CH3:1][N:2]([CH2:3][CH:4]([CH3:5])[C:6](=[CH:7][CH3:8])[c:9]1[cH:10][c:11]([O:15][S:16](=[O:17])(=[O:18])[c:19]2[cH:20][cH:21][c:22]([CH3:25])[cH:23][cH:24]2)[cH:12][cH:13][cH:14]1)[CH3:26].[CH3:28][CH2:29][OH:30].[ClH:27]>>[CH3:1][N:2]([CH2:3][CH:4]([CH3:5])[CH:6]([CH2:7][CH3:8])[c:9]1[cH:10][c:11]([O:15][S:16](=[O:17])(=[O:18])[c:19]2[cH:20][cH:21][c:22]([CH3:25])[cH:23][cH:24]2)[cH:12][cH:13][cH:14]1)[CH3:26]. Starting materials: N=1SN=C2C1C=CC(=C2)NC2=C(C=O)C=CC=N2 (2-(2,1,3-benzothiadiazol-5-ylamino)nicotinaldehyde), N1=CC(=CC=C1)CCCCC(=O)OCC (ethyl 5-(pyridin-3-yl)pentanoate), [Li+].CC(C)[N-]C(C)C (LDA). Yields the product N=1SN=C2C1C=CC(=C2)N2C(C(=CC1=CC=CN=C21)CCCC=2C=NC=CC2)=O (1-(2,1,3-benzothiadiazol-5-yl)-3-[3-(pyridin-3-yl)propyl]-1,8-naphthyridin-2(1H)-one). Isolated yield 48.0%. As a reaction SMILES: [N:1]1[S:2][N:3]=[C:4]2[CH:9]=[C:8]([NH:10][C:11]3[N:18]=[CH:17][CH:16]=[CH:15][C:12]=3[CH:13]=O)[CH:7]=[CH:6][C:5]=12.[N:19]1[CH:24]=[CH:23][CH:22]=[C:21]([CH2:25][CH2:26][CH2:27][CH2:28][C:29](OCC)=[O:30])[CH:20]=1.[Li+].CC([N-]C(C)C)C>>[N:1]1[S:2][N:3]=[C:4]2[CH:9]=[C:8]([N:10]3[C:11]4[C:12](=[CH:15][CH:16]=[CH:17][N:18]=4)[CH:13]=[C:28]([CH2:27][CH2:26][CH2:25][C:21]4[CH:20]=[N:19][CH:24]=[CH:23][CH:22]=4)[C:29]3=[O:30])[CH:7]=[CH:6][C:5]=12 |f:2.3|. Reported procedure: The procedure of Example 1 was repeated using 2-(2,1,3-benzothiadiazol-5-ylamino)nicotinaldehyde (1.0 eq., prepared in Synthetic Example 1a)), ethyl 5-(pyridin-3-yl)pentanoate (1.5 eq., prepared in Synthetic Example 3) and LDA (1.5 eq.) to obtain 1-(2,1,3-benzothiadiazol-5-yl)-3-[3-(pyridin-3-yl)propyl]-1,8-naphthyridin-2(1H)-one (yield, 48%). The product was purified through flash column chromatography and recrystallization (mp 173.5–174.5° C./DMF). Reactants: O=c1c2ccccc2c(I)c([N+](=O)[O-])c2ccccc12, c1ccncc1. The product is O=c1c2ccccc2cc([N+](=O)[O-])c2ccccc12. Reaction SMILES: [I:1][c:2]1[c:3]([N+:18](=[O:19])[O-:20])[c:4]2[c:5]([c:6](=[O:13])[c:7]3[c:8]1[cH:9][cH:10][cH:11][cH:12]3)[cH:14][cH:15][cH:16][cH:17]2.[cH:21]1[cH:22][cH:23][n:24][cH:25][cH:26]1>>[cH:2]1[c:3]([N+:18](=[O:19])[O-:20])[c:4]2[c:5]([c:6](=[O:13])[c:7]3[c:8]1[cH:9][cH:10][cH:11][cH:12]3)[cH:14][cH:15][cH:16][cH:17]2. Reactants: Stannous chloride dihydrate, C(C)OC1=C(C=C(C=C1)[N+](=O)[O-])C=1NC(C2=C(N1)C(=CC=N2)CCC)=O (2-(2-Ethoxy-5-nitrophenyl)-8-n-propylpyrido[3,2-d]-primidin-4(3H)-one), [OH-].[Na+] (sodium hydroxide). Run in C(C)O (ethanol). Yields the product NC=1C=CC(=C(C1)C=1NC(C2=C(N1)C(=CC=N2)CCC)=O)OCC (2-(5-Amino-2-ethoxyphenyl)-8-n-propylprido[3,2-d]- pyrimidin-4(3H) -one). Isolated yield 71.5%. Reaction SMILES: [CH2:1]([O:3][C:4]1[CH:9]=[CH:8][C:7]([N+:10]([O-])=O)=[CH:6][C:5]=1[C:13]1[NH:14][C:15](=[O:26])[C:16]2[N:22]=[CH:21][CH:20]=[C:19]([CH2:23][CH2:24][CH3:25])[C:17]=2[N:18]=1)[CH3:2].[OH-].[Na+]>C(O)C>[NH2:10][C:7]1[CH:8]=[CH:9][C:4]([O:3][CH2:1][CH3:2])=[C:5]([C:13]2[NH:14][C:15](=[O:26])[C:16]3[N:22]=[CH:21][CH:20]=[C:19]([CH2:23][CH2:24][CH3:25])[C:17]=3[N:18]=2)[CH:6]=1 |f:1.2|. Procedure details: Stannous chloride dihydrate (2.48 g, 0.011 mol) was added to a stirred solution of 2-(2-ethoxy-5-nitro-phenyl)-8-n-propylprido [3,2-d]pyrimidin-4(3H)-one (Example 10; 0.78 g, 0.0022 mol) in ethanol (10 ml) and the mixture was heated under reflux for 2 hours, allowed to cool, basified to pH 11 by the addition of 10% aqueous sodium hydroxide solution, and then extracted with methanol:dichloromethane (1:9, 3×50 ml). The organic extracts were combined, dried (MgSO4) and evaporated under vacuum, then... The reactants are CC1=C(C(=NO1)C1=CC=CC=C1)C(=O)NN (5-methyl-3-phenyl-isoxazole-4-carboxylic acid hydrazide), FC1=CC(=C(C(=O)O)C=C1F)OC (4,5-difluoro-2-methoxybenzoic acid). The product is FC1=CC(=C(C=C1F)C=1OC(=NN1)C=1C(=NOC1C)C1=CC=CC=C1)OC (2-(4,5-Difluoro-2-methoxy-phenyl)-5-(5-methyl-3-phenyl-isoxazol-4-yl)-[1,3,4]oxadiazole). Yield: 49.0%. RXN SMILES: [CH3:1][C:2]1[O:6][N:5]=[C:4]([C:7]2[CH:12]=[CH:11][CH:10]=[CH:9][CH:8]=2)[C:3]=1[C:13]([NH:15][NH2:16])=[O:14].[F:17][C:18]1[C:26]([F:27])=[CH:25][C:21]([C:22](O)=O)=[C:20]([O:28][CH3:29])[CH:19]=1>>[F:17][C:18]1[C:26]([F:27])=[CH:25][C:21]([C:22]2[O:14][C:13]([C:3]3[C:4]([C:7]4[CH:12]=[CH:11][CH:10]=[CH:9][CH:8]=4)=[N:5][O:6][C:2]=3[CH3:1])=[N:15][N:16]=2)=[C:20]([O:28][CH3:29])[CH:19]=1. Procedure: As described for example 2, 5-methyl-3-phenyl-isoxazole-4-carboxylic acid hydrazide (200 mg, 0.92 mmol) was converted using 4,5-difluoro-2-methoxybenzoic acid instead of o-toluic acid to the title compound (SiO2, heptane:ethyl acetate:dichloromethane=70:10:20 to 0:80:20, 168 mg, 49%) which was obtained as a white solid. MS: m/e=340.2 [M+H]+. The reactants are O=C1CCC(=O)N1Br, O=C(OOC(=O)c1ccccc1)c1ccccc1, COc1ccc(-c2ccc(C)cc2)cc1P(=O)(OC)OC, ClC(Cl)(Cl)Cl, ClCCl. Yields the product COc1ccc(-c2ccc(CBr)cc2)cc1P(=O)(OC)OC. As a reaction SMILES: [Br:22][N:23]1[C:24](=[O:25])[CH2:26][CH2:27][C:28]1=[O:29].[C:30]([O:31][O:32][C:33](=[O:34])[c:35]1[cH:36][cH:37][cH:38][cH:39][cH:40]1)(=[O:41])[c:42]1[cH:43][cH:44][cH:45][cH:46][cH:47]1.[CH3:1][O:2][P:3]([O:4][CH3:5])(=[O:6])[c:7]1[cH:8][c:9](-[c:15]2[cH:16][cH:17][c:18]([CH3:21])[cH:19][cH:20]2)[cH:10][cH:11][c:12]1[O:13][CH3:14].[Cl:48][C:49]([Cl:50])([Cl:51])[Cl:52].[Cl:53][CH2:54][Cl:55]>>[CH3:1][O:2][P:3]([O:4][CH3:5])(=[O:6])[c:7]1[cH:8][c:9](-[c:15]2[cH:16][cH:17][c:18]([CH2:21][Br:22])[cH:19][cH:20]2)[cH:10][cH:11][c:12]1[O:13][CH3:14].